The task is: describe an organic reaction: reactants, conditions, products, and yield. This data is from the Open Reaction Database (ORD), a public repository of structured organic reaction records. The reactants are C(C=C)OCC1=C(SC2=C1N(C=C(C2=O)C(=O)NCC2=CC=C(C=C2)Cl)C)CN(C)C[C@H](C2=NC=CC=C2)O (3-[(allyloxy)methyl]-N-(4-chlorobenzyl)-2-{[[(2R)-2-hydroxy-2-pyridin-2-ylethyl](methyl)amino]methyl}-4-methyl-7-oxo-4,7-dihydrothieno[3,2-b]pyridine-6-carboxamide). The reagents and catalysts are [Pd] (Pd/C). The solvent is CO (MeOH). Run at temperature 100 celsius. The product is ClC1=CC=C(CNC(=O)C=2C(C3=C(N(C2)C)C(=C(S3)CN(C)C[C@H](C3=NC=CC=C3)O)CO)=O)C=C1 (N-(4-Chlorobenzyl)-3-(hydroxymethyl)-2-{[[(2R)-2-hydroxy-2-pyridin-2-ylethyl](methyl)amino]methyl}-4-methyl-7-oxo-4,7-dihydrothieno[3,2-b]pyridine-6-carboxamide). The yield is 29.0%. RXN SMILES: C([O:4][CH2:5][C:6]1[C:10]2[N:11]([CH3:27])[CH:12]=[C:13]([C:16]([NH:18][CH2:19][C:20]3[CH:25]=[CH:24][C:23]([Cl:26])=[CH:22][CH:21]=3)=[O:17])[C:14](=[O:15])[C:9]=2[S:8][C:7]=1[CH2:28][N:29]([CH2:31][C@@H:32]([OH:39])[C:33]1[CH:38]=[CH:37][CH:36]=[CH:35][N:34]=1)[CH3:30])C=C>CO.[Pd]>[Cl:26][C:23]1[CH:22]=[CH:21][C:20]([CH2:19][NH:18][C:16]([C:13]2[C:14](=[O:15])[C:9]3[S:8][C:7]([CH2:28][N:29]([CH2:31][C@@H:32]([OH:39])[C:33]4[CH:38]=[CH:37][CH:36]=[CH:35][N:34]=4)[CH3:30])=[C:6]([CH2:5][OH:4])[C:10]=3[N:11]([CH3:27])[CH:12]=2)=[O:17])=[CH:25][CH:24]=1. Reported procedure: A mixture of 104 mg of 3-[(allyloxy)methyl]-N-(4-chlorobenzyl)-2-{[[(2R)-2-hydroxy-2-pyridin-2-ylethyl](methyl)amino]methyl}-4-methyl-7-oxo-4,7-dihydrothieno[3,2-b]pyridine-6-carboxamide and 75 mg of 5% Pd/C in 5 mL of MeOH is stirred and heated at 100° C. in a sealed tube for 3 days, then cooled and filtered through Celite. The filtrate is concentrated under reduced pressure, and the residue flash chromatographed on silica gel using 5% MeOH in CH2Cl2 to afford 28 mg of the title compound as a p... The reactants are O=C(O)c1cc2ccccc2o1, CC(=O)c1ccc(N)cc1. The reagents and catalysts are CCN=C=NCCCN(C)C.Cl (EDC-HCl). Solvent: CN(C)C=O (DMF), CN(C)C=O (DMF), CN(C)C=O (DMF), CN(C)C=O (DMF), CN(C)C=O (DMF), CN(C)C=O (DMF). Conditions: temperature 25 celsius, time 2 hour. Product: CC(=O)c1ccc(NC(=O)c2cc3ccccc3o2)cc1. Isolated yield 5.2%. Reaction SMILES: CC(=O)c1ccc(N)cc1.O=C(O)c1cc2ccccc2o1.CCN=C=NCCCN(C)C.Cl.CN(C)C=O>>CC(=O)c1ccc(NC(=O)c2cc3ccccc3o2)cc1. Reactants: C1(=CC=CC=C1)P(C1=CC=CC=C1)CS ((Diphenylphosphino)methanethiol), C(C)(=O)NCC(=O)O (N-Acetylglycine), C=1C=CC2=C(C1)N=NN2O (HOBt), C1CCC(CC1)N=C=NC2CCCCC2 (DCC), ( g ). Solvent: C(C)(=O)OCC (ethyl acetate), CN(C)C=O (DMF). The product is C1(=CC=CC=C1)P(C1=CC=CC=C1)CSC(CNC(C)=O)=O (Acetylamino-thioacetic acid S-[(diphenylphosphanyl)-methyl] ester). Yield: 96.0%. Reaction SMILES: [C:1]([NH:4][CH2:5][C:6]([OH:8])=O)(=[O:3])[CH3:2].C1C=CC2N(O)N=NC=2C=1.C1CCC(N=C=NC2CCCCC2)CC1.[C:34]1([P:40]([CH2:47][SH:48])[C:41]2[CH:46]=[CH:45][CH:44]=[CH:43][CH:42]=2)[CH:39]=[CH:38][CH:37]=[CH:36][CH:35]=1>CN(C=O)C.C(OCC)(=O)C>[C:34]1([P:40]([CH2:47][S:48][C:6](=[O:8])[CH2:5][NH:4][C:1](=[O:3])[CH3:2])[C:41]2[CH:46]=[CH:45][CH:44]=[CH:43][CH:42]=2)[CH:35]=[CH:36][CH:37]=[CH:38][CH:39]=1. Procedure: N-Acetylglycine (1.90 g, 16.2 mmol) was dissolved in anhydrous DMF (75 mL). HOBt (2.48 g, 16.2 mmol) was added to the resulting solution followed by DCC (3.34 g, 16.2 mmol). Once precipitate (DCU) was observed, phosphinothiol 1b was added (3.77 g, 16.2 mmol). The reaction mixture was allowed to stir under Ar(g) for 3 h. The precipitate was removed by filtration, and the filtrate was concentrated under reduced pressure to give a white solid. This solid was dissolved in ethyl acetate and purified ...